From a dataset of the Open Reaction Database (ORD), a public repository of structured organic reaction records. describe an organic reaction: reactants, conditions, products, and yield Reactants: CCO, Cl, O=[N+]([O-])c1cccnc1N1CCNCC1. The product is Nc1cccnc1N1CCNCC1. Reaction SMILES: [CH3:17][CH2:18][OH:19].[ClH:16].[N:1]1([c:7]2[n:8][cH:9][cH:10][cH:11][c:12]2[N+:13]([O-:14])=[O:15])[CH2:2][CH2:3][NH:4][CH2:5][CH2:6]1>>[N:1]1([c:7]2[n:8][cH:9][cH:10][cH:11][c:12]2[NH2:13])[CH2:2][CH2:3][NH:4][CH2:5][CH2:6]1. Solvent: C(Cl)Cl (DCM). As a reaction SMILES: [C:1]([O:5][C:6](=[O:14])[NH:7][C:8]1[S:9][C:10]([Br:13])=[CH:11][N:12]=1)([CH3:4])([CH3:3])[CH3:2].Cl[CH2:16][C:17]1[CH:22]=[CH:21][C:20]([O:23][CH3:24])=[CH:19][CH:18]=1>C(Cl)Cl>[C:1]([O:5][C:6](=[O:14])[N:7]([C:8]1[S:9][C:10]([Br:13])=[CH:11][N:12]=1)[CH2:16][C:17]1[CH:22]=[CH:21][C:20]([O:23][CH3:24])=[CH:19][CH:18]=1)([CH3:4])([CH3:2])[CH3:3]. Procedure: To a single necked round bottom flask (5-Bromo-thiazol-2-yl)-carbamic acid tert-butyl ester (1.4 g, 5.01 mmol) was dissolved in 25 ml dry DCM. To it 1,8-Diazabicyclo[5.4.0]undec-7-ene(DBU) (2.24 ml, 15.03 mmol) was added followed by 1-Chloromethyl-4-methoxy-benzene (1.02 ml, 7.52 mmol) addition was done and reaction mixture was stirred for overnight. Reaction was quenched by addition of water (20 ml), extracted with DCM (25 ml), Organic layer was separated and washed with brine (30 ml) and dried... Reactants: 1,8-Diazabicyclo[5.4.0]undec-7-ene(DBU), C(C)(C)(C)OC(NC=1SC(=CN1)Br)=O ((5-Bromo-thiazol-2-yl)-carbamic acid tert-butyl ester), ClCC1=CC=C(C=C1)OC (1-Chloromethyl-4-methoxy-benzene). Product: C(C)(C)(C)OC(N(CC1=CC=C(C=C1)OC)C=1SC(=CN1)Br)=O ((5-Bromo-thiazol-2-yl)-(4-methoxy-benzyl)-carbamic acid tert-butyl ester). Reaction conditions: time 8 hour. Reactants: COC=1C=C2C(N(C=NC2=CC1)C=1C=C(C(=O)OC)C=CC1C)=O (methyl 3-(6-methoxy-4-oxoquinazolin-3(4H)-yl)-4-methylbenzoate), [OH-].[Na+] (NaOH), Cl (HCl). Run in CO (methanol), O (water). Reaction conditions: temperature 70 celsius, time 1.5 hour. Product: COC=1C=C2C(N(C=NC2=CC1)C=1C=C(C(=O)O)C=CC1C)=O (3-(6-methoxy-4-oxoquinazolin-3(4H)-yl)-4-methylbenzoic acid). Yield: 96.4%. Reaction SMILES: [CH3:1][O:2][C:3]1[CH:4]=[C:5]2[C:10](=[CH:11][CH:12]=1)[N:9]=[CH:8][N:7]([C:13]1[CH:14]=[C:15]([CH:20]=[CH:21][C:22]=1[CH3:23])[C:16]([O:18]C)=[O:17])[C:6]2=[O:24].[OH-].[Na+].Cl>CO.O>[CH3:1][O:2][C:3]1[CH:4]=[C:5]2[C:10](=[CH:11][CH:12]=1)[N:9]=[CH:8][N:7]([C:13]1[CH:14]=[C:15]([CH:20]=[CH:21][C:22]=1[CH3:23])[C:16]([OH:18])=[O:17])[C:6]2=[O:24] |f:1.2|. Procedure details: To a stirred suspension of methyl 3-(6-methoxy-4-oxoquinazolin-3(4H)-yl)-4-methylbenzoate (19.3 g) in a mixture of methanol (650 ml) and water (150 ml) was added 2N NaOH (89 ml) and heated to 70° C. until a clear solution was formed at which point the heating stopped. Stirring was continued for a further 1.5 hours. The pH was adjusted to pH˜1 with 1N HCl and the resultant solid collected by filtration. The solid was dried in vacuo for 16 hours to yield 3-(6-methoxy-4-oxoquinazolin-3(4H)-yl)-4-me... Starting materials: ClC1=C(C(=O)O)C=C(C=C1N)Cl (2,5-Dichloro-3-aminobenzoic acid), C[Si](C)(C)C=[N+]=[N-] (trimethylsilyl diazomethane). Solvent: CC(=O)C (acetone), CCCCCC (hexane). Conditions: time 1.5 hour. The product is ClC1=C(C(=O)OC)C=C(C=C1N)Cl (methyl 2,5-dichloro-3-aminobenzoate). RXN SMILES: [Cl:1][C:2]1[C:10]([NH2:11])=[CH:9][C:8]([Cl:12])=[CH:7][C:3]=1[C:4]([OH:6])=[O:5].[CH3:13][Si](C=[N+]=[N-])(C)C>CC(C)=O.CCCCCC>[Cl:1][C:2]1[C:10]([NH2:11])=[CH:9][C:8]([Cl:12])=[CH:7][C:3]=1[C:4]([O:6][CH3:13])=[O:5]. Reported procedure: 2,5-Dichloro-3-aminobenzoic acid, 206 mg (1.0 mmol), was dissolved in 4 ml of acetone, and 0.7 ml (1.4 mmol) of 2.0 M trimethylsilyl diazomethane solution in hexane was added to the solution. The mixture was stirred at room temperature for 1.5 hours. The solvent was removed by distillation to give methyl 2,5-dichloro-3-aminobenzoate.